From a dataset of the Open Reaction Database (ORD), a public repository of structured organic reaction records. describe an organic reaction: reactants, conditions, products, and yield Starting materials: CCn1cc2c(n1)c(=O)[nH]c1ccccc12, [Li]CCCC, CN(C)CCN(C)C, CN(C)C=O, CC#N, Cl, C1CCOC1. Product: CCn1nc2c(=O)[nH]c3ccccc3c2c1C=O. RXN SMILES: [CH2:1]([CH3:2])[n:3]1[n:4][c:5]2[c:6](=[O:16])[nH:7][c:8]3[cH:9][cH:10][cH:11][cH:12][c:13]3[c:14]2[cH:15]1.[CH2:25]([Li:26])[CH2:27][CH2:28][CH3:29].[CH3:17][N:18]([CH3:19])[CH2:20][CH2:21][N:22]([CH3:23])[CH3:24].[CH3:31][N:32]([CH:33]=[O:34])[CH3:35].[CH3:36][C:37]#[N:38].[ClH:30].[O:39]1[CH2:40][CH2:41][CH2:42][CH2:43]1>>[CH2:1]([CH3:2])[n:3]1[n:4][c:5]2[c:6](=[O:16])[nH:7][c:8]3[cH:9][cH:10][cH:11][cH:12][c:13]3[c:14]2[c:15]1[CH:33]=[O:34]. The reactants are C1(CC1)N1C=C(C(C2=CC(=C(C=C12)N1CC(NCC1)C=1OC=CC1)F)=O)C(=O)O (1-cyclopropyl-6-fluoro-7-[3-(2-furanyl)-1-piperazinyl]-1,4-dihydro-4-oxo-3-quinolinecarboxylic acid), C=O (formalin). Run in C(=O)O (formic acid). Product: C1(CC1)N1C=C(C(C2=CC(=C(C=C12)N1CC(N(CC1)C)C=1OC=CC1)F)=O)C(=O)O (1-Cyclopropyl-6-fluoro-1,4-dihydro-4-oxo-7-[4-methyl-3-(2-furanyl)-1-piperazinvl]-3-quinolinecarboxylic acid). Reaction SMILES: [CH:1]1([N:4]2[C:13]3[C:8](=[CH:9][C:10]([F:25])=[C:11]([N:14]4[CH2:19][CH2:18][NH:17][CH:16]([C:20]5[O:21][CH:22]=[CH:23][CH:24]=5)[CH2:15]4)[CH:12]=3)[C:7](=[O:26])[C:6]([C:27]([OH:29])=[O:28])=[CH:5]2)[CH2:3][CH2:2]1.[CH2:30]=O>C(O)=O>[CH:1]1([N:4]2[C:13]3[C:8](=[CH:9][C:10]([F:25])=[C:11]([N:14]4[CH2:19][CH2:18][N:17]([CH3:30])[CH:16]([C:20]5[O:21][CH:22]=[CH:23][CH:24]=5)[CH2:15]4)[CH:12]=3)[C:7](=[O:26])[C:6]([C:27]([OH:29])=[O:28])=[CH:5]2)[CH2:2][CH2:3]1. Procedure details: A mixture of 200 mg of 1-cyclopropyl-6-fluoro-7-[3-(2-furanyl)-1-piperazinyl]-1,4-dihydro-4-oxo-3-quinolinecarboxylic acid, 0.3 ml of 90% formic acid and 0.24 ml of 37% formalin was heated for 2 hours, then evaporated. The residue was diluted with water, neutralized to pH 7 with 1N sodium hydroxide, the solid collected and washed with water, methanol and ether and dried in vacuo, giving 145 mg of the desired product, mp 122°-124° C. The reactants are CC(C)(C)OCl, C=CCC1C(=O)CCCC1=O, CO. Yields the product C=CCC1(Cl)C(=O)CCCC1=O. RXN SMILES: [C:1]([O:2][Cl:6])([CH3:3])([CH3:4])[CH3:5].[CH2:7]([CH:8]=[CH2:9])[CH:10]1[C:11](=[O:17])[CH2:12][CH2:13][CH2:14][C:15]1=[O:16].[CH3:18][OH:19]>>[Cl:6][C:10]1([CH2:7][CH:8]=[CH2:9])[C:11](=[O:17])[CH2:12][CH2:13][CH2:14][C:15]1=[O:16]. Reactants: BrB(Br)Br, COc1c(C(C)C)cc(C(=O)c2c(Cc3ccccc3)oc(C)c2C)cc1C(C)C, ClCCl, ClCCl. The product is Cc1oc(Cc2ccccc2)c(C(=O)c2cc(C(C)C)c(O)c(C(C)C)c2)c1C. Reaction SMILES: [B:31]([Br:32])([Br:33])[Br:34].[CH2:1]([c:2]1[cH:3][cH:4][cH:5][cH:6][cH:7]1)[c:8]1[o:9][c:10]([CH3:30])[c:11]([CH3:29])[c:12]1[C:13](=[O:14])[c:15]1[cH:16][c:17]([CH:26]([CH3:27])[CH3:28])[c:18]([O:24][CH3:25])[c:19]([CH:21]([CH3:22])[CH3:23])[cH:20]1.[Cl:35][CH2:36][Cl:37].[Cl:38][CH2:39][Cl:40]>>[CH2:1]([c:2]1[cH:3][cH:4][cH:5][cH:6][cH:7]1)[c:8]1[o:9][c:10]([CH3:30])[c:11]([CH3:29])[c:12]1[C:13](=[O:14])[c:15]1[cH:16][c:17]([CH:26]([CH3:27])[CH3:28])[c:18]([OH:24])[c:19]([CH:21]([CH3:22])[CH3:23])[cH:20]1. Starting materials: OC1=CC=C(C=C1)CC(=O)OC (methyl 4-hydroxyphenylacetate), C1(=CC=C(C=C1)S(=O)(=O)O)C (p-toluenesulfonic acid), C1=CC=CC=C1 (benzene). Conditions: time 1 hour. The product is O1C(CCCC1)OC1=CC=C(C=C1)CC(=O)OC (methyl 4-(tetrahydropyran-2-yloxy)phenylacetate). Reaction SMILES: [OH:1][C:2]1[CH:7]=[CH:6][C:5]([CH2:8][C:9]([O:11][CH3:12])=[O:10])=[CH:4][CH:3]=1.C1(C)C=CC(S(O)(=O)=[O:20])=CC=1.[CH:24]1C=[CH:28][CH:27]=[CH:26][CH:25]=1>>[O:20]1[CH2:28][CH2:27][CH2:26][CH2:25][CH:24]1[O:1][C:2]1[CH:3]=[CH:4][C:5]([CH2:8][C:9]([O:11][CH3:12])=[O:10])=[CH:6][CH:7]=1. Procedure details: A mixture of 38.5 g. of methyl 4-hydroxyphenylacetate, 3.8 l. of benzene and 0.9 g. of p-toluenesulfonic acid is heated to the boiling point and about 20 ml. of solvent are distilled to remove moisture, it is then cooled to room temperature and treated with 130 ml. of freshly distilled dihydropyran. The reaction mixture is kept at room temperature for 1 hour and washed with 10% sodium bicarbonate solution and water, dried over sodium sulfate and evaporated to dryness under reduced pressure. The ...